This data is from the Open Reaction Database (ORD), a public repository of structured organic reaction records. The task is: describe an organic reaction: reactants, conditions, products, and yield Starting materials: Oc1ccc(Br)cc1, OC1CN2CCC1CC2. Yields the product Brc1ccc(OC2CN3CCC2CC3)cc1. RXN SMILES: [Br:10][c:11]1[cH:12][cH:13][c:14]([OH:17])[cH:15][cH:16]1.[N:1]12[CH2:2][CH:3]([OH:9])[CH:4]([CH2:5][CH2:6]1)[CH2:7][CH2:8]2>>[N:1]12[CH2:2][CH:3]([O:9][c:14]3[cH:13][cH:12][c:11]([Br:10])[cH:16][cH:15]3)[CH:4]([CH2:5][CH2:6]1)[CH2:7][CH2:8]2. The reactants are C1(=CC=CC=C1)S(=O)(=O)Cl (benzenesulfonyl chloride), Cl (HCl), O (water), Cl.NCCC1=CC=C(N)C=C1 (4-(2-aminoethyl)aniline hydrochloride salt). Solvent: O1CCOCC1 (dioxane), N1=CC=CC=C1 (Pyridine). Reaction conditions: time 16 hour. Product: NCCC1=CC=C(C=C1)NS(=O)(=O)C1=CC=CC=C1 (N-(4-[2-Aminoethyl]phenyl)Benzenesulfonamide). As a reaction SMILES: Cl.[NH2:2][CH2:3][CH2:4][C:5]1[CH:11]=[CH:10][C:8]([NH2:9])=[CH:7][CH:6]=1.Cl.O.[C:14]1([S:20](Cl)(=[O:22])=[O:21])[CH:19]=[CH:18][CH:17]=[CH:16][CH:15]=1>O1CCOCC1.N1C=CC=CC=1>[NH2:2][CH2:3][CH2:4][C:5]1[CH:11]=[CH:10][C:8]([NH:9][S:20]([C:14]2[CH:19]=[CH:18][CH:17]=[CH:16][CH:15]=2)(=[O:22])=[O:21])=[CH:7][CH:6]=1 |f:0.1|. Reported procedure: A solution of 4-(2-aminoethyl)aniline hydrochloride salt (10.0 g, 78 mmol) was dissolved in dioxane (200 mL) followed by the addition of 5 M HCl (14.6 ml) and water (25 ml). The solution was cooled in an ice bath and was treated quickly with benzenesulfonyl chloride (10.3 ml, 81 mmol). Pyridine (10 ml) was added and the solution stirred at ambient temperature for 16 h. The solvent was removed under reduced pressure and the residue was dissolved in water (300 ml) and washed with 3 portions of die... Starting materials: Cl (hydrochloric acid), FC1=CC=C(C=C1)CCC1=C(C=CC=C1)CC(=O)OC (methyl 2-(2-[4-fluorophenyl]ethyl)phenylacetate), C(=O)OC (methyl formate), [H-].[Na+] (sodium hydride). Solvent: O (water), CN(C)C=O (DMF), CN(C)C=O (DMF). Conditions: time 3.5 hour. The product is FC1=CC=C(C=C1)CCC1=C(C=CC=C1)/C(/C(=O)OC)=C\OC ((E)-methyl 2-(2-[2-(4-fluorophenyl)ethyl]phenyl)-3-methoxypropenoate). Yield: 81.0%. Reaction SMILES: [F:1][C:2]1[CH:7]=[CH:6][C:5]([CH2:8][CH2:9][C:10]2[CH:15]=[CH:14][CH:13]=[CH:12][C:11]=2[CH2:16][C:17]([O:19][CH3:20])=[O:18])=[CH:4][CH:3]=1.[CH:21]([O:23][CH3:24])=O.[H-].[Na+].Cl>CN(C=O)C.O>[F:1][C:2]1[CH:7]=[CH:6][C:5]([CH2:8][CH2:9][C:10]2[CH:15]=[CH:14][CH:13]=[CH:12][C:11]=2/[C:16](=[CH:21]\[O:23][CH3:24])/[C:17]([O:19][CH3:20])=[O:18])=[CH:4][CH:3]=1 |f:2.3|. Procedure details: A solution of methyl 2-(2-[4-fluorophenyl]ethyl)phenylacetate (2.83g) and methyl formate (12.8ml) in dry DMF (20ml) was added dropwise over 20 minutes to a stirred suspension of sodium hydride (0.50g) in dry DMF (30ml) cooled in an ice bath. Effervescence and foaming built up slowly, and, when it had subsided, the mixture was allowed to warm to room temperature and stir for 3.5 hours. The mixture was diluted with water, acidified with concentrated hydrochloric acid and extracted with ether. The ... Starting materials: C(C)(C)(C)OC(=O)N1CCC(CC1)(C1=C(C=CC=C1)OC)O (1-t-Butoxycarbonyl-4-hydroxy-4-(2-methoxyphenyl)piperidine), FC(C(=O)O)(F)F (trifluoroacetic acid). Solvent: C(Cl)Cl (methylene chloride). Conditions: time 2.5 hour. Yields the product C(C)(C)(C)OC(=O)N1CCC(=CC1)C1=C(C=CC=C1)OC (1-t-Butoxycarbonyl-4-(2-methoxyphenyl)-1,2,3,6-tetrahydropyridine). Isolated yield 69.1%. Reaction SMILES: [C:1]([O:5][C:6]([N:8]1[CH2:13][CH2:12][C:11](O)([C:14]2[CH:19]=[CH:18][CH:17]=[CH:16][C:15]=2[O:20][CH3:21])[CH2:10][CH2:9]1)=[O:7])([CH3:4])([CH3:3])[CH3:2].FC(F)(F)C(O)=O>C(Cl)Cl>[C:1]([O:5][C:6]([N:8]1[CH2:9][CH:10]=[C:11]([C:14]2[CH:19]=[CH:18][CH:17]=[CH:16][C:15]=2[O:20][CH3:21])[CH2:12][CH2:13]1)=[O:7])([CH3:4])([CH3:3])[CH3:2]. Procedure details: 1-t-Butoxycarbonyl-4-hydroxy-4-(2-methoxyphenyl)piperidine (230 mg, 0.75 mmol) was dissolved in methylene chloride (10 ml). Thereto was added trifluoroacetic acid (0.20 ml, 2.6 mmol) and the resulting solution was stirred at a room temperature for 2.5 hours. The reaction solution was washed with saturated sodium bicarbonate aqueous solution and saturated brine in that order and dried with anhydrous sodium sulfate. Then the compound obtained by the evaporation of the solvent under a reduced press...